This data is from the Open Reaction Database (ORD), a public repository of structured organic reaction records. The task is: describe an organic reaction: reactants, conditions, products, and yield The reactants are OCCNC(c1ccccc1)(c1ccccc1)c1ccccc1, COC(C)(C)C, O=C(Nc1nonc1-c1noc(=O)n1-c1ccc(F)c(Cl)c1)C(F)(F)F, CC(C)OC(=O)N=NC(=O)OC(C)C, C1CCOC1, c1ccc(P(c2ccccc2)c2ccccc2)cc1. Product: O=c1onc(-c2nonc2NCCNC(c2ccccc2)(c2ccccc2)c2ccccc2)n1-c1ccc(F)c(Cl)c1. Reaction SMILES: [C:1]([c:2]1[cH:3][cH:4][cH:5][cH:6][cH:7]1)([c:8]1[cH:9][cH:10][cH:11][cH:12][cH:13]1)([c:14]1[cH:15][cH:16][cH:17][cH:18][cH:19]1)[NH:20][CH2:21][CH2:22][OH:23].[CH3:88][O:89][C:90]([CH3:91])([CH3:92])[CH3:93].[Cl:57][c:58]1[cH:59][c:60](-[n:65]2[c:66](-[c:71]3[c:72]([NH:76][C:77](=[O:78])[C:79]([F:80])([F:81])[F:82])[n:73][o:74][n:75]3)[n:67][o:68][c:69]2=[O:70])[cH:61][cH:62][c:63]1[F:64].[O:43]=[C:44]([O:45][CH:46]([CH3:47])[CH3:48])[N:49]=[N:50][C:51]([O:52][CH:53]([CH3:54])[CH3:55])=[O:56].[O:83]1[CH2:84][CH2:85][CH2:86][CH2:87]1.[c:24]1([P:25]([c:26]2[cH:27][cH:28][cH:29][cH:30][cH:31]2)[c:32]2[cH:33][cH:34][cH:35][cH:36][cH:37]2)[cH:38][cH:39][cH:40][cH:41][cH:42]1>>[C:1]([c:2]1[cH:3][cH:4][cH:5][cH:6][cH:7]1)([c:8]1[cH:9][cH:10][cH:11][cH:12][cH:13]1)([c:14]1[cH:15][cH:16][cH:17][cH:18][cH:19]1)[NH:20][CH2:21][CH2:22][NH:76][c:72]1[c:71](-[c:66]2[n:65](-[c:60]3[cH:59][c:58]([Cl:57])[c:63]([F:64])[cH:62][cH:61]3)[c:69](=[O:70])[o:68][n:67]2)[n:75][o:74][n:73]1.